This data is from the Open Reaction Database (ORD), a public repository of structured organic reaction records. The task is: describe an organic reaction: reactants, conditions, products, and yield The reactants are C(=O)C1=C(C=C(C(=O)NC[Si](C)(C)C)C=C1)C(F)(F)F (4-Formyl-3-(trifluoromethyl)-N-[(trimethylsilyl)methyl]benzamide), Cl.NO (Hydroxylamine hydrochloride), C(C)(=O)[O-].[Na+] (sodium acetate). Run in CCO (EtOH), O (H2O), C(C)(C)(C)OC (t-BuOMe). Product: O\N=C\C1=C(C=C(C(=O)NC[Si](C)(C)C)C=C1)C(F)(F)F (4-[(E)-(hydroxyimino)methyl]-3-(trifluoromethyl)-N-[(trimethylsilyl)methyl]benzamide). RXN SMILES: [CH:1]([C:3]1[CH:16]=[CH:15][C:6]([C:7]([NH:9][CH2:10][Si:11]([CH3:14])([CH3:13])[CH3:12])=[O:8])=[CH:5][C:4]=1[C:17]([F:20])([F:19])[F:18])=O.Cl.[NH2:22][OH:23].C([O-])(=O)C.[Na+]>CCO.O.C(OC)(C)(C)C>[OH:23]/[N:22]=[CH:1]/[C:3]1[CH:16]=[CH:15][C:6]([C:7]([NH:9][CH2:10][Si:11]([CH3:14])([CH3:13])[CH3:12])=[O:8])=[CH:5][C:4]=1[C:17]([F:20])([F:19])[F:18] |f:1.2,3.4|. Procedure details: 4-Formyl-3-(trifluoromethyl)-N-[(trimethylsilyl)methyl]benzamide (15.0 g, 49.4 mmol), Hydroxylamine hydrochloride (6.9 g, 98.8 mmol) and sodium acetate (6.1 g, 74.1 mmol) in EtOH and H2O were stirred at room temperature over night. The reaction mixture was diluted with t-BuOMe, and washed with brine and dried over MgSO4. After evaporation the product was found to be 15.0 g (95%).